From a dataset of the Open Reaction Database (ORD), a public repository of structured organic reaction records. describe an organic reaction: reactants, conditions, products, and yield Starting materials: OCC1=C2C(=CC(NC2=CC=C1C1=C(C=C(C=C1)OCOC)OC)(C)C)C (5-Hydroxymethyl-6-(2-methoxy-4-methoxymethoxyphenyl)-2,2,4-trimethyl-1,2-dihydroquinoline), FC=1C=CC(=C(C1)O)C (5-fluoro-2-methylphenol), C(CCC)P(CCCC)CCCC (tri-n-butylphosphine), N(=NC(=O)N1CCCCC1)C(=O)N1CCCCC1 (1,1′-(azodicarbonyl) dipiperidine). The solvent is C1=CC=CC=C1 (benzene), CCCCCC (Hexane). Run at time 1 hour. The product is FC=1C=CC(=C(OCC2=C3C(=CC(NC3=CC=C2C2=C(C=C(C=C2)OCOC)OC)(C)C)C)C1)C (5-(5-Fluoro-2-methylphenoxymethyl)-6-(2-methoxy-4-methoxymethoxyphenyl)-2,2,4-trimethyl-1,2-dihydroquinoline). Yield: 62.0%. As a reaction SMILES: [OH:1][CH2:2][C:3]1[C:12]([C:13]2[CH:18]=[CH:17][C:16]([O:19][CH2:20][O:21][CH3:22])=[CH:15][C:14]=2[O:23][CH3:24])=[CH:11][CH:10]=[C:9]2[C:4]=1[C:5]([CH3:27])=[CH:6][C:7]([CH3:26])([CH3:25])[NH:8]2.[F:28][C:29]1[CH:30]=[CH:31][C:32]([CH3:36])=[C:33](O)[CH:34]=1.C(P(CCCC)CCCC)CCC.N(C(N1CCCCC1)=O)=NC(N1CCCCC1)=O>C1C=CC=CC=1.CCCCCC>[F:28][C:29]1[CH:34]=[CH:33][C:32]([CH3:36])=[C:31]([CH:30]=1)[O:1][CH2:2][C:3]1[C:12]([C:13]2[CH:18]=[CH:17][C:16]([O:19][CH2:20][O:21][CH3:22])=[CH:15][C:14]=2[O:23][CH3:24])=[CH:11][CH:10]=[C:9]2[C:4]=1[C:5]([CH3:27])=[CH:6][C:7]([CH3:26])([CH3:25])[NH:8]2. Reported procedure: 5-Hydroxymethyl-6-(2-methoxy-4-methoxymethoxyphenyl)-2,2,4-trimethyl-1,2-dihydroquinoline (Reference Compound No. 1-1, 511.7 mg, 1.39 mmol), 5-fluoro-2-methylphenol (182 μL, 1.67 mmol), tri-n-butylphosphine (521 μL, 2.09 mmol), and 1,1′-(azodicarbonyl) dipiperidine (526 mg, 2.08 mmol) were dissolved in anhydrous benzene (8 mL), and then the mixture was stirred under argon atmosphere at room temperature for 1 hour. Hexane (15 mL) was added to the reaction mixture, and the unsoluble materials were...